Dataset: the Open Reaction Database (ORD), a public repository of structured organic reaction records. Task: describe an organic reaction: reactants, conditions, products, and yield Reactants: CCOC(=O)Cl, CCCCOc1cc(N)ccc1S(=O)c1ccccc1, c1ccncc1. Product: CCCCOc1cc(NC(=O)OCC)ccc1S(=O)c1ccccc1. As a reaction SMILES: [Cl:21][C:22](=[O:23])[O:24][CH2:25][CH3:26].[c:1]1([S:7](=[O:8])[c:9]2[c:10]([O:16][CH2:17][CH2:18][CH2:19][CH3:20])[cH:11][c:12]([NH2:15])[cH:13][cH:14]2)[cH:2][cH:3][cH:4][cH:5][cH:6]1.[cH:27]1[cH:28][cH:29][n:30][cH:31][cH:32]1>>[c:1]1([S:7](=[O:8])[c:9]2[c:10]([O:16][CH2:17][CH2:18][CH2:19][CH3:20])[cH:11][c:12]([NH:15][C:22](=[O:23])[O:24][CH2:25][CH3:26])[cH:13][cH:14]2)[cH:2][cH:3][cH:4][cH:5][cH:6]1. Product: COC(=O)c1cnc(N2CCN(c3nnc(Oc4ccccc4)c(C)c3C)CC2C)cn1. RXN SMILES: [CH3:1][O:2][C:3](=[O:4])[c:5]1[n:6][cH:7][c:8]([N:11]2[CH:12]([CH3:26])[CH2:13][N:14]([c:17]3[n:18][n:19][c:20]([Cl:25])[c:21]([CH3:24])[c:22]3[CH3:23])[CH2:15][CH2:16]2)[n:9][cH:10]1.[CH3:42][c:43]1[cH:44][cH:45][cH:46][cH:47][cH:48]1.[K+:39].[K+:40].[K+:41].[O-:50][C:51]([CH3:52])=[O:53].[O-:54][C:55]([CH3:56])=[O:57].[OH:27][c:28]1[cH:29][cH:30][cH:31][cH:32][cH:33]1.[P:34]([O-:35])([O-:36])([O-:37])=[O:38].[Pd+2:49]>>[CH3:1][O:2][C:3](=[O:4])[c:5]1[n:6][cH:7][c:8]([N:11]2[CH:12]([CH3:26])[CH2:13][N:14]([c:17]3[n:18][n:19][c:20]([O:27][c:28]4[cH:29][cH:30][cH:31][cH:32][cH:33]4)[c:21]([CH3:24])[c:22]3[CH3:23])[CH2:15][CH2:16]2)[n:9][cH:10]1. The reactants are COC(=O)c1cnc(N2CCN(c3nnc(Cl)c(C)c3C)CC2C)cn1, Cc1ccccc1, [K+], [K+], [K+], CC(=O)[O-], CC(=O)[O-], Oc1ccccc1, O=P([O-])([O-])[O-], [Pd+2]. The reactants are CO (Methanol), C([O-])([O-])=O.[Na+].[Na+] (sodium carbonate), ice, Cl.NCC(C(=O)OC)O (Methyl 3-amino-2-hydroxypropionate hydrochloride), S(=O)(=O)(C(F)(F)F)N=[N+]=[N-] (Triflylazide). Reagents/catalysts: [O-]S(=O)(=O)[O-].[Cu+2] (CuSO4). Solvent: hexanes, C(C)(=O)OCC (ethyl acetate), O (water), ClCCl (dichloromethane), O (Water). The product is N(=[N+]=[N-])CC(C(=O)OC)O (Methyl 3-azido-2-hydroxypropionate). Yield: 57.0%. RXN SMILES: Cl.[NH2:2][CH2:3][CH:4]([OH:9])[C:5]([O:7][CH3:8])=[O:6].C(=O)([O-])[O-].[Na+].[Na+].S([N:23]=[N+:24]=[N-])(C(F)(F)F)(=O)=O.CO>O.ClCCl.[O-]S([O-])(=O)=O.[Cu+2].C(OCC)(=O)C>[N:2]([CH2:3][CH:4]([OH:9])[C:5]([O:7][CH3:8])=[O:6])=[N+:23]=[N-:24] |f:0.1,2.3.4,9.10|. Procedure details: To an ice-cold mixture of methyl 3-amino-2-hydroxypropionate hydrochloride (19) (27.1 g, 0.17 mol) in water (100 mL) and dichloromethane (100 mL) was added sodium carbonate (19.82 g, 0.187 mol) and CuSO4. 5H2O (0.3 g, 1.2 mmol) with stirring. Triflylazide from experiment 10(B)(i) (crude, 44.6 g, 0.25 mol) was added dropwise keeping the reaction temperature at 0-5° C. Methanol (about 100 mL) was added until the reaction mixture became homogeneous. The reaction mixture was allowed to come to room ... The reactants are C1COCCO1, Cl, CC(C)(C)OC(=O)N1CCOC(C(=O)OCc2ccccc2)C1. Yields the product O=C(OCc1ccccc1)C1CNCCO1. Reaction SMILES: [CH2:25]1[O:26][CH2:27][CH2:28][O:29][CH2:30]1.[ClH:24].[O:1]1[CH:2]([C:14](=[O:15])[O:16][CH2:17][c:18]2[cH:19][cH:20][cH:21][cH:22][cH:23]2)[CH2:3][N:4]([C:7]([O:8][C:9]([CH3:10])([CH3:11])[CH3:12])=[O:13])[CH2:5][CH2:6]1>>[O:1]1[CH:2]([C:14](=[O:15])[O:16][CH2:17][c:18]2[cH:19][cH:20][cH:21][cH:22][cH:23]2)[CH2:3][NH:4][CH2:5][CH2:6]1.